This data is from the Open Reaction Database (ORD), a public repository of structured organic reaction records. The task is: describe an organic reaction: reactants, conditions, products, and yield As a reaction SMILES: [Cl:1][C:2]1[CH:3]=[C:4]([NH:8][C:9](=S)[NH:10][NH2:11])[CH:5]=[CH:6][CH:7]=1.Cl[CH:14]([C:20]([CH3:22])=O)[C:15]([O:17][CH2:18][CH3:19])=[O:16].Cl>C(O)C>[Cl:1][C:2]1[CH:3]=[C:4]([NH:8][C:9]2[C:14]([C:15]([O:17][CH2:18][CH3:19])=[O:16])=[C:20]([CH3:22])[NH:11][N:10]=2)[CH:5]=[CH:6][CH:7]=1. Yield: 31.3%. Procedure: A stirred slurry of 8 g (0.04 mole) of 4-(3-chlorophenyl)-3-thiosemicarbazide in 75 mL of absolute ethanol was treated with 6.8 g (0.04 mole) of ethyl 2-chloroacetoacetate. The reactants quickly dissolved but a precipitate soon formed. After stirring at room temperature for 2 hr the reaction mixture was treated with 40 mL of 2N ethanolic hydrogen chloride and heated at reflux for 1 hr, then filtered while hot to remove the insoluble sulfur. The filtrate on cooling yielded 3.5 g of yellow solid a... The solvent is C(C)O (ethanol). Reactants: ClC=1C=C(C=CC1)NC(NN)=S (4-(3-chlorophenyl)-3-thiosemicarbazide), ClC(C(=O)OCC)C(=O)C (ethyl 2-chloroacetoacetate), Cl (hydrogen chloride). Run at time 2 hour. The product is ClC=1C=C(C=CC1)NC1=NNC(=C1C(=O)OCC)C (3-[(3-Chlorophenyl)amino]-5-methyl-1H-pyrazole-4-carboxylic acid, ethyl ester). Reactants: FC(C(=O)NCCOC1=CC(=CC=C1)C#CC1(CCCCCC1)O)(F)F (2,2,2-trifluoro-N-(2-(3-((1-hydroxycycloheptyl)ethynyl)phenoxy)ethyl)acetamide), C(=O)([O-])[O-].[K+].[K+] (K2CO3). Solvent: CO (MeOH). Reaction conditions: temperature 50 celsius. The product is NCCOC=1C=C(C=CC1)C#CC1(CCCCCC1)O (1-((3-(2-aminoethoxy)phenyl)ethynyl)cycloheptanol). RXN SMILES: FC(F)(F)C([NH:5][CH2:6][CH2:7][O:8][C:9]1[CH:14]=[CH:13][CH:12]=[C:11]([C:15]#[C:16][C:17]2([OH:24])[CH2:23][CH2:22][CH2:21][CH2:20][CH2:19][CH2:18]2)[CH:10]=1)=O.C([O-])([O-])=O.[K+].[K+]>CO>[NH2:5][CH2:6][CH2:7][O:8][C:9]1[CH:10]=[C:11]([C:15]#[C:16][C:17]2([OH:24])[CH2:23][CH2:22][CH2:21][CH2:20][CH2:19][CH2:18]2)[CH:12]=[CH:13][CH:14]=1 |f:1.2.3|. Procedure: To a solution of 2,2,2-trifluoro-N-(2-(3-((1-hydroxycycloheptyl)ethynyl)phenoxy)ethyl)acetamide (1.07 g, 2.9 mmol) in MeOH (20 mL) was added saturated aqueous K2CO3 (ca. 10 mL). The reaction mixture was stirred vigorously and heated at 50° C. for 2 h. After removal of the volatiles by concentration under reduced pressure, the mixture was partitioned into EtOAc and water. The organic layer was dried over Na2SO4 and concentrated under reduced pressure. Purification by flash chromatography (10% 7M ... Starting materials: [BH4-].[Na+] (Sodium borohydride), NCCCN1C(O[C@@H](C1)C1=CC=NC2=CC=C(C=C12)OC)=O ((R)-3-(3-amino-propyl)-5-(6-methoxy-quinolin-4-yl)-oxazolidin-2-one), N1=C2C(=NS1)C=C(C=C2)C=O (benzo[1,2,5]thiadiazole-5-carbaldehyde), CO (methanol). Run in C(Cl)Cl (methylene chloride), C(C)(=O)OCC (ethyl acetate). Reaction conditions: time 16 hour. The product is N1=C2C(=NS1)C=C(C=C2)CNCCCN2C(O[C@@H](C2)C2=CC=NC1=CC=C(C=C21)OC)=O ((R)-3-{3-[(benzo[1,2,5]thiadiazol-5-ylmethyl)-amino]-propyl}-5-(6-methoxyquinolin-4-yl)-oxazolidin-2-one). The yield is 66.7%. As a reaction SMILES: [NH2:1][CH2:2][CH2:3][CH2:4][N:5]1[CH2:9][C@@H:8]([C:10]2[C:19]3[C:14](=[CH:15][CH:16]=[C:17]([O:20][CH3:21])[CH:18]=3)[N:13]=[CH:12][CH:11]=2)[O:7][C:6]1=[O:22].[N:23]1[S:27][N:26]=[C:25]2[CH:28]=[C:29]([CH:32]=O)[CH:30]=[CH:31][C:24]=12.CO.[BH4-].[Na+]>C(OCC)(=O)C.C(Cl)Cl>[N:23]1[S:27][N:26]=[C:25]2[CH:28]=[C:29]([CH2:32][NH:1][CH2:2][CH2:3][CH2:4][N:5]3[CH2:9][C@@H:8]([C:10]4[C:19]5[C:14](=[CH:15][CH:16]=[C:17]([O:20][CH3:21])[CH:18]=5)[N:13]=[CH:12][CH:11]=4)[O:7][C:6]3=[O:22])[CH:30]=[CH:31][C:24]=12 |f:3.4|. Reported procedure: A mixture of (R)-3-(3-amino-propyl)-5-(6-methoxy-quinolin-4-yl)-oxazolidin-2-one (0.15 g, 0.5 mmol), benzo[1,2,5]thiadiazole-5-carbaldehyde (92 mg, 0.56 mmol), methanol (0.5 ml), methylene chloride (1.8 ml), 3 Å dry molecular sieve (1 g) was stirred at room temperature for 16 hours. Sodium borohydride (28 mg, 0.76 mmol) was added and the mixture was stirred for 3 hours. After concentration of the solvent the residue was dissolved in ethyl acetate and the organic phase was washed with water, drie... Reaction SMILES: N#N.[O:3]1[CH:7]=[CH:6][N:5]=[C:4]1[CH:8]([OH:10])[CH3:9].[Si:11](Cl)([C:14]([CH3:17])([CH3:16])[CH3:15])([CH3:13])[CH3:12].N1C=CN=C1.[NH4+].[Cl-]>C1COCC1>[C:14]([Si:11]([CH3:13])([CH3:12])[O:10][CH:8]([C:4]1[O:3][CH:7]=[CH:6][N:5]=1)[CH3:9])([CH3:17])([CH3:16])[CH3:15] |f:4.5|. Product: C(C)(C)(C)[Si](OC(C)C=1OC=CN1)(C)C (2-[1-(tert-Butyl-dimethyl-silanyloxy)-ethyl]-oxazole). The solvent is C1CCOC1 (THF). Procedure: In a flame dried round-bottomed flask equipped with a magnetic stir bar and under inert atmosphere (N2), 1-oxazol-2-yl-ethanol (348 mg, 3.08 mmol) was dissolved in dry THF (15 mL). tert-Butyldimethylsilyl chloride (580 mg, 3.85 mmol) was added at rt followed by imidazole (262 mg, 3.85 mmol). The reaction mixture was stirred at rt for 16 h. Sat. aq. NH4Cl (20 mL) was added, the layers separated and the aq. layer extracted with EA (2×20 mL). The combined org. extracts were dried over MgSO4, filter... Starting materials: N1C=NC=C1 (imidazole), N#N (N2), O1C(=NC=C1)C(C)O (1-oxazol-2-yl-ethanol), [NH4+].[Cl-] (NH4Cl), [Si](C)(C)(C(C)(C)C)Cl (tert-Butyldimethylsilyl chloride). Run at time 16 hour. Starting materials: CO, Cc1ccccc1C(=O)c1ccc(Nc2ccccc2COCCOCCOC2CCCCO2)cc1Cl, [Na+], O=C([O-])O, Cc1ccc(S(=O)(=O)O)cc1. Yields the product Cc1ccccc1C(=O)c1ccc(Nc2ccccc2COCCOCCO)cc1Cl. Reaction SMILES: [CH3:54][OH:55].[Cl:1][c:2]1[c:3]([C:29](=[O:30])[c:31]2[c:32]([CH3:37])[cH:33][cH:34][cH:35][cH:36]2)[cH:4][cH:5][c:6]([NH:8][c:9]2[c:10]([CH2:15][O:16][CH2:17][CH2:18][O:19][CH2:20][CH2:21][O:22][CH:23]3[CH2:24][CH2:25][CH2:26][CH2:27][O:28]3)[cH:11][cH:12][cH:13][cH:14]2)[cH:7]1.[Na+:53].[O-:49][C:50]([OH:51])=[O:52].[c:38]1([CH3:39])[cH:40][cH:41][c:42]([S:43]([OH:44])(=[O:45])=[O:46])[cH:47][cH:48]1>>[Cl:1][c:2]1[c:3]([C:29](=[O:30])[c:31]2[c:32]([CH3:37])[cH:33][cH:34][cH:35][cH:36]2)[cH:4][cH:5][c:6]([NH:8][c:9]2[c:10]([CH2:15][O:16][CH2:17][CH2:18][O:19][CH2:20][CH2:21][OH:22])[cH:11][cH:12][cH:13][cH:14]2)[cH:7]1. Starting materials: C(C)(C)(C)OO (tert-butylhydroperoxide), C(=O)(OCC)[C@H](O)[C@@H](O)C(=O)OCC (diethyl L(+)-tartrate), 3A, C(C1=CC=CC=C1)OC/C=C/CO ((E)-4-benzyloxy-2-buten-1-ol), S(=O)(=O)([O-])[O-].[Na+].[Na+] (sodium sulfate). Reagents/catalysts: CC(C)[O-].CC(C)[O-].CC(C)[O-].CC(C)[O-].[Ti+4] (isopropyl orthotitanate). Solvent: ClCCl (dichloromethane), ClCCl (dichloromethane), C(C)OCC (diethyl ether), ClCCl (dichloromethane). Conditions: temperature -23 celsius, time 8 hour. The product is C(C1=CC=CC=C1)OC[C@H]1[C@H](CO)O1 ((2S, 3S)-4-benzyloxy-2,3-epoxy-1-butanol). As a reaction SMILES: [C:1]([C@@H:6]([C@H:8]([C:10]([O:12][CH2:13][CH3:14])=O)[OH:9])O)([O:3]CC)=O.C(OC/C=C/CO)[C:16]1[CH:21]=[CH:20]C=[CH:18][CH:17]=1.C(OO)(C)(C)C.S([O-])([O-])(=O)=O.[Na+].[Na+]>ClCCl.CC([O-])C.CC([O-])C.CC([O-])C.CC([O-])C.[Ti+4].C(OCC)C>[CH2:13]([O:12][CH2:10][C@@H:8]1[O:9][C@H:6]1[CH2:1][OH:3])[C:14]1[CH:20]=[CH:21][CH:16]=[CH:17][CH:18]=1 |f:3.4.5,7.8.9.10.11|. Procedure: 3.3 g of molecular sieve (powder, 3A) was suspended in 190 ml of dry dichloromethane, and 4.2 ml of isopropyl orthotitanate and 2.9 ml of diethyl L(+)-tartrate were added thereto at -23° C. under stirring. The mixture was stirred at the same temperature for 15 minutes. Then, 3 ml of a dry dichloromethane solution of 4.7 g of (E)-4-benzyloxy-2-buten-1-ol was added thereto, and the mixture was stirred at the same temperature for 5 minutes. 11 ml of tert-butylhydroperoxide (a 5.17M dichloromethane ...